From a dataset of the Open Reaction Database (ORD), a public repository of structured organic reaction records. describe an organic reaction: reactants, conditions, products, and yield Reactants: [Fe], COc1cc([N+](=O)[O-])cc2c(Nc3ccc(C)c(O)c3)c(C#N)cnc12. The product is COc1cc(N)cc2c(Nc3ccc(C)c(O)c3)c(C#N)cnc12. As a reaction SMILES: [Fe:27].[OH:1][c:2]1[cH:3][c:4]([NH:9][c:10]2[c:11]([C:25]#[N:26])[cH:12][n:13][c:14]3[c:15]([O:23][CH3:24])[cH:16][c:17]([N+:20]([O-:21])=[O:22])[cH:18][c:19]23)[cH:5][cH:6][c:7]1[CH3:8]>>[OH:1][c:2]1[cH:3][c:4]([NH:9][c:10]2[c:11]([C:25]#[N:26])[cH:12][n:13][c:14]3[c:15]([O:23][CH3:24])[cH:16][c:17]([NH2:20])[cH:18][c:19]23)[cH:5][cH:6][c:7]1[CH3:8]. The reactants are C1CCOC1, COC(=O)c1cc(Br)ccc1N. The product is Nc1ccc(Br)cc1CO. Reaction SMILES: [CH2:13]1[O:14][CH2:15][CH2:16][CH2:17]1.[NH2:1][c:2]1[c:3]([C:4](=[O:5])[O:6][CH3:7])[cH:8][c:9]([Br:12])[cH:10][cH:11]1>>[NH2:1][c:2]1[c:3]([CH2:4][OH:5])[cH:8][c:9]([Br:12])[cH:10][cH:11]1. Starting materials: Cl.NC(C(C(CC1=CC=CC=C1)NC(C1=C(N=CC=C1)N1N=C2CNCCC2=C1)=O)O)=O (N-(4-amino-3-hydroxy-4-oxo-1-phenylbutan-2-yl)-2-(4,5,6,7-tetrahydro-2H-pyrazolo[3,4-c]pyridin-2-yl)nicotinamide hydrochloride), CO (methanol), NaCN(BH4)4, C(C)(=O)O (acetic acid). Yields the product NC(C(C(CC1=CC=CC=C1)NC(C1=C(N=CC=C1)N1N=C2CN(CCC2=C1)CC)=O)O)=O (N-(4-Amino-3-hydroxy-4-oxo-1-phenylbutan-2-yl)-2-(6-ethyl-4,5,6,7-tetrahydro-2H-pyrazolo[3,4-c]pyridin-2-yl)nicotinamide). The yield is 54.3%. RXN SMILES: Cl.[NH2:2][C:3](=[O:32])[CH:4]([OH:31])[CH:5]([NH:13][C:14](=[O:30])[C:15]1[CH:20]=[CH:19][CH:18]=[N:17][C:16]=1[N:21]1[CH:29]=[C:28]2[C:23]([CH2:24][NH:25][CH2:26][CH2:27]2)=[N:22]1)[CH2:6][C:7]1[CH:12]=[CH:11][CH:10]=[CH:9][CH:8]=1.CO.[C:35](O)(=O)[CH3:36]>>[NH2:2][C:3](=[O:32])[CH:4]([OH:31])[CH:5]([NH:13][C:14](=[O:30])[C:15]1[CH:20]=[CH:19][CH:18]=[N:17][C:16]=1[N:21]1[CH:29]=[C:28]2[C:23]([CH2:24][N:25]([CH2:35][CH3:36])[CH2:26][CH2:27]2)=[N:22]1)[CH2:6][C:7]1[CH:8]=[CH:9][CH:10]=[CH:11][CH:12]=1 |f:0.1|. Procedure: To a solution of N-(4-amino-3-hydroxy-4-oxo-1-phenylbutan-2-yl)-2-(4,5,6,7-tetrahydro-2H-pyrazolo[3,4-c]pyridin-2-yl)nicotinamide hydrochloride (210 mg, 0.460 mmol) in methanol (15 ml) first acetaldehyde (150 μL, 2.66 mmol) and after 30 minutes NaCN(BH4)4 (40 mg, 0.637 mmol) and glacial acetic acid (20 μL, 0.349 mmol) were added and stirred over night. The mixture was concentrated, 20 mL of water, 10 mL NaHCO3-solution and 20 mL of dichloromethane added, the organic layer separated, washed 2× wi...